From a dataset of the Open Reaction Database (ORD), a public repository of structured organic reaction records. describe an organic reaction: reactants, conditions, products, and yield Starting materials: FC1=C(C=O)C=CC(=C1)OC (2-fluoro-4-methoxybenzaldehyde), C(C)(=O)[O-].[NH4+] (ammonium acetate), [N+](=O)([O-])C (nitromethane). Yields the product FC1=C(C=CC(=C1)OC)\C=C\[N+](=O)[O-] (2-fluoro-4-methoxy-1-((E)-2-nitrovinyl)benzene). Reaction SMILES: [F:1][C:2]1[CH:9]=[C:8]([O:10][CH3:11])[CH:7]=[CH:6][C:3]=1[CH:4]=O.C([O-])(=O)C.[NH4+].[N+:17]([CH3:20])([O-:19])=[O:18]>>[F:1][C:2]1[CH:9]=[C:8]([O:10][CH3:11])[CH:7]=[CH:6][C:3]=1/[CH:4]=[CH:20]/[N+:17]([O-:19])=[O:18] |f:1.2|. Procedure: A solution of 2-fluoro-4-methoxybenzaldehyde (5.0 g, 33 mmol) and ammonium acetate (1.0 g, 13 mmol) in nitromethane (40 mL) was heated on a steam bath for 2.5 h. The reaction mixture was concentrated under reduced pressure, and the sticky residue was partitioned between CH2Cl2 and H2O. The organic layer was washed with half-saturated brine, dried (MgSO4), filtered, and concentrated. The residue was triturated in hexane and the solid was filtered and washed with hexane and dried to give 2-fluoro-... Reactants: ClCC=1C(C2=C(OC1)C1=C(OC2)C=CC=C1)=O (3-chloromethyl-4H,5H-[1]benzopyrano[4,3-b]pyran-4-one), [C-]#N.[Na+] (sodium cyanide). Run in O (water), O (water), O1CCCC1 (tetrahydrofuran). Conditions: time 8 hour. Yields the product CC=1C(C2=C(OC1C#N)C1=C(OC2)C=CC=C1)=O (3-Methyl-4-oxo-4H,5H-[1]benzopyrano[4,3-b]pyran-2-carbonitrile). Yield: 30.1%. Reaction SMILES: Cl[CH2:2][C:3]1[C:4](=[O:17])[C:5]2[CH2:12][O:11][C:10]3[CH:13]=[CH:14][CH:15]=[CH:16][C:9]=3[C:6]=2[O:7][CH:8]=1.[C-:18]#[N:19].[Na+]>O1CCCC1.O>[CH3:2][C:3]1[C:4](=[O:17])[C:5]2[CH2:12][O:11][C:10]3[CH:13]=[CH:14][CH:15]=[CH:16][C:9]=3[C:6]=2[O:7][C:8]=1[C:18]#[N:19] |f:1.2|. Procedure: A solution of 3-chloromethyl-4H,5H-[1]benzopyrano[4,3-b]pyran-4-one (2.65 g, 10.65 mmoles, described in Example 5) in tetrahydrofuran (130 ml) is combined with a solution of sodium cyanide (5.3 g) in water (27 ml). The mixture is stirred overnight at room temperature and poured into water. The solution is extracted with chloroform. The chloroform extract is dried and evaporated. The residue is chromatographed on silica gel using ethyl acetate-benzene (1:19), the eluates are evaporated, and the r... Reactants: FC(S(=O)(=O)OC1=CCC2(CCN(CC2)C(=O)OC(C)(C)C)C2=CC=CC=C12)(F)F (tert-butyl 4-(trifluoromethylsulfonyloxy)-2H-spiro[naphthalene-1,4′-piperidine]-1′-carboxylate), C(C)(C)N(C(C)C)CC (N,N-diisopropylethylamine). Yield: 176.8%. Product: N1(CCC2(CC1)CC=C(C1=CC=CC=C12)C(=O)OC)C(=O)OC(C)(C)C (1′-tert-butyl 4-methyl 2H-spiro[naphthalene-1,4′-piperidine]-1′,4-dicarboxylate). Reagents/catalysts: C=1C=CC(=CC1)[P](C=2C=CC=CC2)(C=3C=CC=CC3)[Pd]([P](C=4C=CC=CC4)(C=5C=CC=CC5)C=6C=CC=CC6)([P](C=7C=CC=CC7)(C=8C=CC=CC8)C=9C=CC=CC9)[P](C=1C=CC=CC1)(C=1C=CC=CC1)C=1C=CC=CC1 (tetrakis(triphenylphosphine)palladium(0)). Procedure: A mixture of the triflate (A2) (2.25 g, 5 mmol), methanol (10 ml), N,N-diisopropylethylamine (3 ml), tetrakis(triphenylphosphine)palladium(0) (340 mg), in DMF (20 ml) was degassed and exchanged with carbon monoxide. The mixture was stirred at 50° C. under 1 atmosphere of carbon monoxide for 20 h. After evaporation to remove the excess methanol, the mixture was poured into water, extracted with ether, and purified by flash chromatography to give 1′-tert-butyl 4-methyl 2H-spiro[naphthalene-1,4′-pi... As a reaction SMILES: FC(F)(F)S(O[C:7]1[C:28]2[C:23](=[CH:24][CH:25]=[CH:26][CH:27]=2)[C:10]2([CH2:15][CH2:14][N:13]([C:16]([O:18][C:19]([CH3:22])([CH3:21])[CH3:20])=[O:17])[CH2:12][CH2:11]2)[CH2:9][CH:8]=1)(=O)=O.C(N(CC)C(C)C)(C)C>C1C=CC([P]([Pd]([P](C2C=CC=CC=2)(C2C=CC=CC=2)C2C=CC=CC=2)([P](C2C=CC=CC=2)(C2C=CC=CC=2)C2C=CC=CC=2)[P](C2C=CC=CC=2)(C2C=CC=CC=2)C2C=CC=CC=2)(C2C=CC=CC=2)C2C=CC=CC=2)=CC=1.CO>[N:13]1([C:16]([O:18][C:19]([CH3:20])([CH3:22])[CH3:21])=[O:17])[CH2:12][CH2:11][C:10]2([C:23]3[C:28](=[CH:27][CH:26]=[CH:25][CH:24]=3)[C:7]([C:16]([O:18][CH3:19])=[O:17])=[CH:8][CH2:9]2)[CH2:15][CH2:14]1 |^1:43,45,64,83|. Solvent: CO (methanol). Reaction conditions: temperature 50 celsius, time 20 hour. The reactants are [N+](=O)([O-])C1=CC=C(C=O)C=C1 (4-nitrobenzaldehyde), BrC(C(=O)OCC)(F)F (ethyl bromodifluoroacetate), S(=O)(=O)(O)[O-].[Na+] (sodium hydrogensulfate). The reagents and catalysts are [Zn] (zinc). Run in O1CCCC1 (tetrahydrofuran). Yields the product FC(C(=O)OCC)(C(C1=CC=C(C=C1)[N+](=O)[O-])O)F (ethyl 2,2-difluoro-3-hydroxy-3-(4-nitrophenyl)propanoate). Isolated yield 31.3%. As a reaction SMILES: Br[C:2]([F:9])([F:8])[C:3]([O:5][CH2:6][CH3:7])=[O:4].[N+:10]([C:13]1[CH:20]=[CH:19][C:16]([CH:17]=[O:18])=[CH:15][CH:14]=1)([O-:12])=[O:11].S([O-])(O)(=O)=O.[Na+]>O1CCCC1.[Zn]>[F:8][C:2]([F:9])([CH:17]([OH:18])[C:16]1[CH:15]=[CH:14][C:13]([N+:10]([O-:12])=[O:11])=[CH:20][CH:19]=1)[C:3]([O:5][CH2:6][CH3:7])=[O:4] |f:2.3|. Procedure: A suspension of ethyl bromodifluoroacetate (20.3 g, 100 mmol) and zinc powder (6.5 g, 100 mmol) in tetrahydrofuran (100 mL) was heated under reflux for 10 min, and 4-nitrobenzaldehyde (8.4 g, 55.8 mmol) was added dropwise. The reaction mixture was refluxed for 4 hr and allowed to cool to room temperature. Aqueous sodium hydrogensulfate solution was added, and the mixture was extracted with ethyl acetate. The extract was washed with saturated brine, dried over anhydrous magnesium sulfate, and con...